Dataset: the Open Reaction Database (ORD), a public repository of structured organic reaction records. Task: describe an organic reaction: reactants, conditions, products, and yield Reported procedure: Pd—C (1.3 g, 5%) is added to a solution of a mixture of E/Z isomers of ethyl 2-(1-methyl-6,7-dihydro-1H-indol-4(5H)-ylidene)acetate (3.4 g, 15.50 mmoles) in 100 mL de EtOH, and the resulting solution is stirred under hydrogen atmosphere (25 psi) in a Parr hydrogenator for 8 hours. The reaction mixture is purged with nitrogen, filtered through Celite and the solvent is evaporated under reduced pressure to obtain ethyl 2-(1-methyl-4,5,6,7-tetrahydro-1H-indol-4-yl)acetate (3.4 g, 15.36 mmol, 99%, o... Run in CCO (EtOH). Yield: 99.1%. Reaction SMILES: [CH3:1][N:2]1[C:10]2[CH2:9][CH2:8][CH2:7][C:6](=[CH:11][C:12]([O:14][CH2:15][CH3:16])=[O:13])[C:5]=2[CH:4]=[CH:3]1>[Pd].CCO>[CH3:1][N:2]1[C:10]2[CH2:9][CH2:8][CH2:7][CH:6]([CH2:11][C:12]([O:14][CH2:15][CH3:16])=[O:13])[C:5]=2[CH:4]=[CH:3]1. Yields the product CN1C=CC=2C(CCCC12)CC(=O)OCC (ethyl 2-(1-methyl-4,5,6,7-tetrahydro-1H-indol-4-yl)acetate). Conditions: time 8 hour. The reactants are CN1C=CC=2C(CCCC12)=CC(=O)OCC (ethyl 2-(1-methyl-6,7-dihydro-1H-indol-4(5H)-ylidene)acetate). Reagents/catalysts: [Pd] (Pd—C).